describe an organic reaction: reactants, conditions, products, and yield From a dataset of the Open Reaction Database (ORD), a public repository of structured organic reaction records. The reactants are CCOC(=O)CC1CCc2cc(OCCCBr)ccc21, O=C([O-])[O-], CCCc1c(O)ccc2c(C)noc12, [Cs+], [Cs+], CN(C)C=O. Product: CCCc1c(OCCCOc2ccc3c(c2)CCC3CC(=O)OCC)ccc2c(C)noc12. As a reaction SMILES: [Br:15][CH2:16][CH2:17][CH2:18][O:19][c:20]1[cH:21][c:22]2[c:26]([cH:27][cH:28]1)[CH:25]([CH2:29][C:30](=[O:31])[O:32][CH2:33][CH3:34])[CH2:24][CH2:23]2.[C:35](=[O:36])([O-:37])[O-:38].[CH3:1][c:2]1[n:3][o:4][c:5]2[c:6]1[cH:7][cH:8][c:9]([OH:14])[c:10]2[CH2:11][CH2:12][CH3:13].[Cs+:39].[Cs+:40].[O:41]=[CH:42][N:43]([CH3:44])[CH3:45]>>[CH3:1][c:2]1[n:3][o:4][c:5]2[c:6]1[cH:7][cH:8][c:9]([O:14][CH2:16][CH2:17][CH2:18][O:19][c:20]1[cH:21][c:22]3[c:26]([cH:27][cH:28]1)[CH:25]([CH2:29][C:30](=[O:31])[O:32][CH2:33][CH3:34])[CH2:24][CH2:23]3)[c:10]2[CH2:11][CH2:12][CH3:13]. Starting materials: ClC=1C=C(C(=O)NC=2C(=NC=C(C2)Cl)N2CCC(CC2)C(C)O)C=CC1 (3-chloro-N-[5′-chloro-4-(1-hydroxy-ethyl)-3,4,5,6-tetrahydro-2H-[1,2′]bipyridinyl-3′-yl]-benzamide), C1(=CC=CC=C1)P(C1=CC=CC=C1)C1=CC=CC=C1 (triphenylphosphine), C(Br)(Br)(Br)Br (carbon tetrabromide). Run in C(Cl)Cl (methylene chloride). Run at time 5 minute. The product is BrCC1CCN(CC1)C1=NC=C(C=C1NC(C1=CC(=CC=C1)Cl)=O)Cl (N-(4-bromomethyl-5′-chloro-3,4,5,6-tetrahydro-2H-[1,2′]bipyridinyl-3′-yl)-3-chloro-benzamide). The yield is 15.7%. RXN SMILES: [Cl:1][C:2]1[CH:3]=[C:4]([CH:24]=[CH:25][CH:26]=1)[C:5]([NH:7][C:8]1[C:9]([N:15]2[CH2:20][CH2:19][CH:18]([CH:21](O)C)[CH2:17][CH2:16]2)=[N:10][CH:11]=[C:12]([Cl:14])[CH:13]=1)=[O:6].C1(P(C2C=CC=CC=2)C2C=CC=CC=2)C=CC=CC=1.C(Br)(Br)(Br)[Br:47]>C(Cl)Cl>[Br:47][CH2:21][CH:18]1[CH2:19][CH2:20][N:15]([C:9]2[C:8]([NH:7][C:5](=[O:6])[C:4]3[CH:24]=[CH:25][CH:26]=[C:2]([Cl:1])[CH:3]=3)=[CH:13][C:12]([Cl:14])=[CH:11][N:10]=2)[CH2:16][CH2:17]1. Procedure: A mixture of 0.170 g (0.431 mmol) of 3-chloro-N-[5′-chloro-4-(1-hydroxy-ethyl)-3,4,5,6-tetrahydro-2H-[1,2′]bipyridinyl-3′-yl]-benzamide and 0.135 g (0.517 mmol) of triphenylphosphine in methylene chloride (15 mL) is stirred under an atmosphere of nitrogen at 0 C for 5 minutes. To this is added 0.171 g (0.517 mmol) of carbon tetrabromide in several portions. The mixture is stirred at 0 C for 30 minutes and then warmed to room temperature and stirred for 2 days. The mixture is concentrated under r... Starting materials: C1(CCCC1)OC=1C=C(C=CC1OC)C(CC(=O)O)N1C(C2=CC=C(C=C2C1=O)C)=O (3-(3-cyclopentyloxy-4-methoxyphenyl)-3-(5-methyl-1,3-dioxoisoindolin-2-yl)propanoic acid), C(=O)(N1C=NC=C1)N1C=NC=C1 (carbonyidiimidazole), C(=O)NN (formic hydrazide). The solvent is C(C)(=O)OCC (ethyl acetate). Product: C1(CCCC1)OC=1C=C(C=CC1OC)C(CC=1OC=NN1)N1C(C2=CC=C(C=C2C1=O)C)=O (2-[1-(3-Cyclopentyloxy-4-methoxyphenyl)-2-(1,3,4-oxadiazol-2-yl)ethyl]-5-methylisoindoline-1,3-dione), C(=O)=NNC(CC(N1C(C2=CC=C(C=C2C1=O)C)=O)C1=CC(=C(C=C1)OC)OC1CCCC1)=O (N-carbonylamino-3-(3-cyclopentyloxy-4-methoxyphenyl)-3-(5-methyl-1,3-dioxoisoindolin-2-yl)propanamide). Isolated yield 174.5%. As a reaction SMILES: [CH:1]1([O:6][C:7]2[CH:8]=[C:9]([CH:15]([N:20]3[C:28](=[O:29])[C:27]4[C:22](=[CH:23][CH:24]=[C:25]([CH3:30])[CH:26]=4)[C:21]3=[O:31])[CH2:16][C:17]([OH:19])=[O:18])[CH:10]=[CH:11][C:12]=2[O:13][CH3:14])[CH2:5][CH2:4][CH2:3][CH2:2]1.C(N1C=CN=C1)(N1C=CN=C1)=O.[CH:44]([NH:46][NH2:47])=[O:45]>C(OCC)(=O)C>[CH:1]1([O:6][C:7]2[CH:8]=[C:9]([CH:15]([N:20]3[C:28](=[O:29])[C:27]4[C:22](=[CH:23][CH:24]=[C:25]([CH3:30])[CH:26]=4)[C:21]3=[O:31])[CH2:16][C:17]3[O:19][CH:44]=[N:46][N:47]=3)[CH:10]=[CH:11][C:12]=2[O:13][CH3:14])[CH2:2][CH2:3][CH2:4][CH2:5]1.[C:44](=[N:46][NH:47][C:17](=[O:18])[CH2:16][CH:15]([C:9]1[CH:10]=[CH:11][C:12]([O:13][CH3:14])=[C:7]([O:6][CH:1]2[CH2:2][CH2:3][CH2:4][CH2:5]2)[CH:8]=1)[N:20]1[C:28](=[O:29])[C:27]2[C:22](=[CH:23][CH:24]=[C:25]([CH3:30])[CH:26]=2)[C:21]1=[O:31])=[O:45]. Procedure: 2-[1-(3-Cyclopentyloxy-4-methoxyphenyl)-2-(1,3,4-oxadiazol-2-yl)ethyl]-5-methylisoindoline-1,3-dione was prepared by the procedure of Example 1. Reaction of 3-(3-cyclopentyloxy-4-methoxyphenyl)-3-(5-methyl-1,3-dioxoisoindolin-2-yl)propanoic acid (2.33 g, 5.5 mmol), carbonyidiimidazole (1.07 g, 6.59 mmol) and formic hydrazide (436 mg, 7.26 mmol) in ethyl acetate (20 mL) gave crude N-carbonylamino-3-(3-cyclopentyloxy-4-methoxyphenyl)-3-(5-methyl-1,3-dioxoisoindolin-2-yl)propanamide (2.24 g, 4.8 mm... The reactants are ClC(=O)OCCCCl (3-Chloropropyl chloroformate), NC1=NN2C(C(=C(C(=C2)C2=CC=NN2C2=CC=C(C#N)C=C2)C)C2=CC(=CC=C2)C(F)(F)F)=N1 (4-{5-[2-amino-7-methyl-8-(3-trifluoromethyl-phenyl)-[1,2,4]triazolo[1,5-a]pyridin-6-yl]-pyrazol-1-yl}-benzonitrile), N1=CC=CC=C1 (pyridine). Run in C1CCOC1 (THF). Run at time 20 minute. Yields the product ClCCCOC(NC1=NN2C(C(=C(C(=C2)C=2N(N=CC2)C2=CC=C(C=C2)C#N)C)C2=CC(=CC=C2)C(F)(F)F)=N1)=O ([6-[2-(4-Cyano-phenyl)-2H-pyrazol-3-yl]-7-methyl-8-(3-trifluoromethyl-phenyl)-[1,2,4]triazolo[1,5-a]pyridin-2-yl]-carbamic acid 3-chloro-propyl ester). Isolated yield 98.9%. RXN SMILES: Cl[C:2]([O:4][CH2:5][CH2:6][CH2:7][Cl:8])=[O:3].[NH2:9][C:10]1[N:42]=[C:13]2[C:14]([C:32]3[CH:37]=[CH:36][CH:35]=[C:34]([C:38]([F:41])([F:40])[F:39])[CH:33]=3)=[C:15]([CH3:31])[C:16]([C:18]3[N:22]([C:23]4[CH:30]=[CH:29][C:26]([C:27]#[N:28])=[CH:25][CH:24]=4)[N:21]=[CH:20][CH:19]=3)=[CH:17][N:12]2[N:11]=1.N1C=CC=CC=1>C1COCC1>[Cl:8][CH2:7][CH2:6][CH2:5][O:4][C:2](=[O:3])[NH:9][C:10]1[N:42]=[C:13]2[C:14]([C:32]3[CH:37]=[CH:36][CH:35]=[C:34]([C:38]([F:40])([F:41])[F:39])[CH:33]=3)=[C:15]([CH3:31])[C:16]([C:18]3[N:22]([C:23]4[CH:30]=[CH:29][C:26]([C:27]#[N:28])=[CH:25][CH:24]=4)[N:21]=[CH:20][CH:19]=3)=[CH:17][N:12]2[N:11]=1. Reported procedure: 3-Chloropropyl chloroformate (133 μL, 1.089 mmol) was added to a mixture of 4-{5-[2-amino-7-methyl-8-(3-trifluoromethyl-phenyl)-[1,2,4]triazolo[1,5-a]pyridin-6-yl]-pyrazol-1-yl}-benzonitrile (Ex. 1, 100 mg, 0.218 mmol) and pyridine (107 μL, 1.308 mmol) in THF (3 mL) and the mixture was stirred rapidly for 20 mins at RT then heated at 60° C. 20 mins using microwave irradiation. The reaction mixture was concentrated in vacuo to give the title compound (125 mg of impure product contains chloroforma... The reactants are C(Cl)Cl (CH2Cl2), OC=1C=C2CCC(OC2=CC1)C1=CC=CC=C1 (6-Hydroxyflavane), ClC1=C(C=CC=C1)[N+](=O)[O-] (2-Chloro-1-nitrobenzene), [OH-].[K+] (KOH). Solvent: CS(=O)C (DMSO). Reaction conditions: time 15 minute. The product is [N+](=O)([O-])C1=C(C=CC=C1)OC=1C=C2CCC(OC2=CC1)C1=CC=CC=C1 (2-Nitro-1-(2-phenylchroman-6-yloxy)-benzene). As a reaction SMILES: [OH:1][C:2]1[CH:3]=[C:4]2[C:9](=[CH:10][CH:11]=1)[O:8][CH:7]([C:12]1[CH:17]=[CH:16][CH:15]=[CH:14][CH:13]=1)[CH2:6][CH2:5]2.[OH-].[K+].Cl[C:21]1[CH:26]=[CH:25][CH:24]=[CH:23][C:22]=1[N+:27]([O-:29])=[O:28].C(Cl)Cl>CS(C)=O>[N+:27]([C:22]1[CH:23]=[CH:24][CH:25]=[CH:26][C:21]=1[O:1][C:2]1[CH:3]=[C:4]2[C:9](=[CH:10][CH:11]=1)[O:8][CH:7]([C:12]1[CH:17]=[CH:16][CH:15]=[CH:14][CH:13]=1)[CH2:6][CH2:5]2)([O-:29])=[O:28] |f:1.2|. Procedure: 6-Hydroxyflavane (0.150 g) was dissolved in dry DMSO (5 ml) under nitrogen. KI (0.166 g) and KOH (0.074g) were added and solution was stirred at room temperature for 15 minutes. 2-Chloro-1-nitrobenzene (0.104 g) was added and the solution was stirred at +90° C. for 2.5 hours. Cooled solution was taken up with CH2Cl2 and washed with H2O and 2M NaOH. Phases were separated and water phase was washed CH2Cl2. All organic phases were combined and washed with 1M HCl and then H2O (until pH˜7) and brine.... Reactants: N(=[N+]=[N-])C(C)(C)[C@@H]1CC[C@H](CC1)NC=1C=CC=2N(N1)C(=CN2)C2=CC(=CC=C2)Cl (N-(trans-4-(2-azidopropan-2-yl)cyclohexyl)-3-(3-chlorophenyl)imidazo[1,2-b]pyridazin-6-amine), 8-79. The reagents and catalysts are [Pd] (Pd/C). Solvent: CO (MeOH), C(Cl)Cl (CH2Cl2). Run at time 48 hour. Yields the product NC(C)(C)[C@@H]1CC[C@H](CC1)NC=1C=CC=2N(N1)C(=CN2)C2=CC(=CC=C2)Cl (N-(trans-4-(2-aminopropan-2-yl)cyclohexyl)-3-(3-chlorophenyl)imidazo[1,2-b]pyridazin-6-amine). As a reaction SMILES: [N:1]([C:4]([C@H:7]1[CH2:12][CH2:11][C@H:10]([NH:13][C:14]2[CH:15]=[CH:16][C:17]3[N:18]([C:20]([C:23]4[CH:28]=[CH:27][CH:26]=[C:25]([Cl:29])[CH:24]=4)=[CH:21][N:22]=3)[N:19]=2)[CH2:9][CH2:8]1)([CH3:6])[CH3:5])=[N+]=[N-]>CO.C(Cl)Cl.[Pd]>[NH2:1][C:4]([C@H:7]1[CH2:12][CH2:11][C@H:10]([NH:13][C:14]2[CH:15]=[CH:16][C:17]3[N:18]([C:20]([C:23]4[CH:28]=[CH:27][CH:26]=[C:25]([Cl:29])[CH:24]=4)=[CH:21][N:22]=3)[N:19]=2)[CH2:9][CH2:8]1)([CH3:6])[CH3:5]. Reported procedure: A mixture of N-(trans-4-(2-azidopropan-2-yl)cyclohexyl)-3-(3-chlorophenyl)imidazo[1,2-b]pyridazin-6-amine (90 mg, 0.22 mmol) and Pd/C (30 mg) in MeOH (5 mL) and CH2Cl2 (5 mL) was hydrogenated under 50 psi of H2 at room temperature for 48 h. LCMS showed the reaction was complete. The mixture was filtered and the filtrate was concentrated in vacuo. The residue was purified by prep. HPLC to give EX. 8-79 (4 mg, 5%) as an off-white solid. Reactants: F[B-](F)(F)F.C(C)[O+](CC)CC (triethyloxonium fluoroborate), amide, CNC(CCC1(OCCC2=C1CC=1C=CC=CC12)C)=O (N,1-dimethyl-1,3,4,9-tetrahydroindeno[2,1-c]pyran-1-propionamide). Run in C(Cl)Cl (methylene chloride). Conditions: time 18 hour. The product is CNCCCC1(OCCC2=C1CC=1C=CC=CC12)C (N,1-Dimethyl-1,3,4,9-tetrahydroindeno[2,1-c]pyran-1-propylamine). Reaction SMILES: F[B-](F)(F)F.C([O+](CC)CC)C.[CH3:13][NH:14][C:15](=O)[CH2:16][CH2:17][C:18]1([CH3:31])[C:23]2[CH2:24][C:25]3[CH:26]=[CH:27][CH:28]=[CH:29][C:30]=3[C:22]=2[CH2:21][CH2:20][O:19]1>C(Cl)Cl>[CH3:13][NH:14][CH2:15][CH2:16][CH2:17][C:18]1([CH3:31])[C:23]2[CH2:24][C:25]3[CH:26]=[CH:27][CH:28]=[CH:29][C:30]=3[C:22]=2[CH2:21][CH2:20][O:19]1 |f:0.1|. Reported procedure: A solution of triethyloxonium fluoroborate (3.5 g) and the amide of formula X, N,1-dimethyl-1,3,4,9-tetrahydroindeno[2,1-c]pyran-1-propionamide (5.5 g), described in Example 108, in 100 ml of methylene chloride is evaporated at reduced pressure and the residue dissolved in 50 ml of absolute ethanol. Sodium borohydride (1.35 g) is added in portions to the stirred solution at 0° C. When the addition is complete, stirring is continued for 18 hr. at 25° C. The solution is poured into 250 ml of water...